Dataset: the Open Reaction Database (ORD), a public repository of structured organic reaction records. Task: describe an organic reaction: reactants, conditions, products, and yield Reactants: CC(C)(C)c1ccc(S(=O)(=O)Nc2ccc(Cl)cc2C(=O)NN)cc1, C1CCOC1, CC(C)OCC(=O)O, [Cl-], O=C(Cl)C(=O)Cl, ClCCl. Product: CC(C)OCC(=O)NNC(=O)c1cc(Cl)ccc1NS(=O)(=O)c1ccc(C(C)(C)C)cc1. As a reaction SMILES: [C:16]([CH3:17])([CH3:18])([CH3:19])[c:20]1[cH:21][cH:22][c:23]([S:26](=[O:27])(=[O:28])[NH:29][c:30]2[c:31]([C:37](=[O:38])[NH:39][NH2:40])[cH:32][c:33]([Cl:36])[cH:34][cH:35]2)[cH:24][cH:25]1.[CH2:44]1[O:45][CH2:46][CH2:47][CH2:48]1.[CH:7]([CH3:8])([CH3:9])[O:10][CH2:11][C:12](=[O:13])[OH:14].[Cl-:15].[Cl:1][C:2]([C:3]([Cl:4])=[O:5])=[O:6].[Cl:41][CH2:42][Cl:43]>>[CH:7]([CH3:8])([CH3:9])[O:10][CH2:11][C:12](=[O:14])[NH:40][NH:39][C:37]([c:31]1[c:30]([NH:29][S:26]([c:23]2[cH:22][cH:21][c:20]([C:16]([CH3:17])([CH3:18])[CH3:19])[cH:25][cH:24]2)(=[O:27])=[O:28])[cH:35][cH:34][c:33]([Cl:36])[cH:32]1)=[O:38]. The reactants are C(C)OC(CNCCNS(=O)(=O)C=1SC(=NN1)C1=C(C=CC(=C1)Cl)Cl)=O (N-{2-[5-(2,5-dichlorophenyl)-1,3,4-thiadiazole-2-sulfonylamino]-ethyl}-glycine ethyl ester), N1(C(=O)NC(=O)C(C)=C1)CC(=O)O ((thymin-1-yl)-acetic acid). Product: C(C)OC(CN(C(CN1C(=O)NC(=O)C(C)=C1)=O)CCNS(=O)(=O)C=1SC(=NN1)C1=C(C=CC(=C1)Cl)Cl)=O (N-{2-[5-(2,5-Dichlorophenyl)-1,3,4-thiadiazole-2-sulfonylamino]-ethyl}-N-[(thymin-1-yl)-acetyl]-glycine ethyl ester). Reaction SMILES: [CH2:1]([O:3][C:4](=[O:26])[CH2:5][NH:6][CH2:7][CH2:8][NH:9][S:10]([C:13]1[S:14][C:15]([C:18]2[CH:23]=[C:22]([Cl:24])[CH:21]=[CH:20][C:19]=2[Cl:25])=[N:16][N:17]=1)(=[O:12])=[O:11])[CH3:2].[N:27]1([CH2:36][C:37](O)=[O:38])[CH:35]=[C:33]([CH3:34])[C:31](=[O:32])[NH:30][C:28]1=[O:29]>>[CH2:1]([O:3][C:4](=[O:26])[CH2:5][N:6]([CH2:7][CH2:8][NH:9][S:10]([C:13]1[S:14][C:15]([C:18]2[CH:23]=[C:22]([Cl:24])[CH:21]=[CH:20][C:19]=2[Cl:25])=[N:16][N:17]=1)(=[O:12])=[O:11])[C:37](=[O:38])[CH2:36][N:27]1[CH:35]=[C:33]([CH3:34])[C:31](=[O:32])[NH:30][C:28]1=[O:29])[CH3:2]. Reported procedure: The title compound was synthesized by the reaction of N-{2-[5-(2,5-dichlorophenyl)-1,3,4-thiadiazole-2-sulfonylamino]-ethyl}-glycine ethyl ester with (thymin-1-yl)-acetic acid as per the procedure of example 13. 1H NMR (500 MHz; DMSO-d6) δ 11.27 (s, 0.6H), 11.25 (s, 0.4H), 9.13 (brs, 1H), 8.26 (d, 0.4H), 8.25 (d, 0.6H), 7.81–7.74 (m, 2H), 7.32 (s, 0.6H), 7.23 (s, 0.4H), 4.63 (s, 1.2H), 4.47 (s, 0.8H), 4.32 (s, 0.8H), 4.16 (q, 0.8H), 4.06 (q, 1.2H), 4.04 (s, 1.2H), 3.55 (t, 1.2H), 3.45–3.38 (m, 2... Reactants: S(O)(O)(=O)=O (sulphuric acid), C(C)C1(C(CCCC1)CC)O (1,2-diethylcyclohexanol), CCCCCCS (n-hexylthiol). Run in O (water), O (water). Run at temperature 0 celsius, time 1 hour. Product: C(C)C1(C(CCCC1)CC)SCCCCCC (n-hexyl 1,2-diethylcyclohexyl sulphide). The yield is 76.0%. RXN SMILES: S(=O)(=O)(O)O.[CH2:6]([C:8]1(O)[CH2:13][CH2:12][CH2:11][CH2:10][CH:9]1[CH2:14][CH3:15])[CH3:7].[CH3:17][CH2:18][CH2:19][CH2:20][CH2:21][CH2:22][SH:23]>O>[CH2:6]([C:8]1([S:23][CH2:22][CH2:21][CH2:20][CH2:19][CH2:18][CH3:17])[CH2:13][CH2:12][CH2:11][CH2:10][CH:9]1[CH2:14][CH3:15])[CH3:7]. Procedure: To a cooled (0° C.) mixture of water (13 ml.) and 27 mg. concentrated sulphuric acid was added dropwise 1,2-diethylcyclohexanol (12 g., 77 mmole) and then n-hexylthiol (9.1 g., 77 mmole). The mixture was stirred at 0° C. for 6 hours and at room temperature for 1 hour. The mixture was then poured into 1 liter of cold water and extracted with ether. The ether extract was washed with 2N sodium hydroxide and water and dried (MgSO4). The solvent was removed by distillation and the residue was distill... Reactants: Cl.S1C(=CC2=C1C=CC=C2)C=2CCNCC2 (4-(Benzothiophen-2-yl)-1,2,3,6-tetrahydropyridine hydrochloride), ClC1=C(CBr)C=CC=C1 (2-chlorobenzyl bromide). The product is S1C(=CC2=C1C=CC=C2)C=2CCN(CC2)CC2=C(C=CC=C2)Cl (4-(Benzothiophen-2-yl)-1-(2-chlorobenzyl)-1,2,3,6-tetrahydropyridine). Isolated yield 11.9%. As a reaction SMILES: Cl.[S:2]1[C:6]2[CH:7]=[CH:8][CH:9]=[CH:10][C:5]=2[CH:4]=[C:3]1[C:11]1[CH2:12][CH2:13][NH:14][CH2:15][CH:16]=1.[Cl:17][C:18]1[CH:25]=[CH:24][CH:23]=[CH:22][C:19]=1[CH2:20]Br>>[S:2]1[C:6]2[CH:7]=[CH:8][CH:9]=[CH:10][C:5]=2[CH:4]=[C:3]1[C:11]1[CH2:12][CH2:13][N:14]([CH2:20][C:19]2[CH:22]=[CH:23][CH:24]=[CH:25][C:18]=2[Cl:17])[CH2:15][CH:16]=1 |f:0.1|. Procedure details: 4-(Benzothiophen-2-yl)-1,2,3,6-tetrahydropyridine hydrochloride (250 mg, 0.99 mmol) was reacted with 2-chlorobenzyl bromide (0.24 ml, 1.5 mmol) as exemplified in Example 1. The crude product was triturated with methanol to give the title compound as a pale yellow brown solid (40 mg, 12%) m.p. 105°-106° C.; (Found: C, 69.29; H, 5.17; N, 4.23. C20 H18ClNS. 0.5H2O requires C, 68.85; H, 5.49; N, 4.01%). δH (CDCl3), 2.66 (2H, m, NCH2CH2), 2.80 (2H, m, NCH2CH2), 3.27 (2H, m, NCH2CH2), 3.77 (2H, s, NCH...